This data is from the Open Reaction Database (ORD), a public repository of structured organic reaction records. The task is: describe an organic reaction: reactants, conditions, products, and yield The reactants are CC(C)O, Cl, CC12CC(=O)C3C(CCC4CC(O)CCC43C)C1CCC2C(=O)O. The product is CC(C)OC(=O)C1CCC2C3CCC4CC(O)CCC4(C)C3C(=O)CC12C. RXN SMILES: [CH:26]([CH3:27])([CH3:28])[OH:29].[ClH:25].[OH:1][CH:2]1[CH2:3][CH:4]2[CH2:5][CH2:6][CH:7]3[CH:8]4[CH2:9][CH2:10][CH:11]([C:22](=[O:23])[OH:24])[C:12]4([CH3:13])[CH2:14][C:15](=[O:21])[CH:16]3[C:17]2([CH3:20])[CH2:18][CH2:19]1>>[OH:1][CH:2]1[CH2:3][CH:4]2[CH2:5][CH2:6][CH:7]3[CH:8]4[CH2:9][CH2:10][CH:11]([C:22](=[O:23])[O:24][CH:26]([CH3:27])[CH3:28])[C:12]4([CH3:13])[CH2:14][C:15](=[O:21])[CH:16]3[C:17]2([CH3:20])[CH2:18][CH2:19]1. The reactants are [Cl-].ClC=[N+](C)C ((chloromethylene)dimethylammonium chloride), C(C)(C)[Si](N1C=CC=C1)(C(C)C)C(C)C (N-(triisopropylsilyl)-pyrrole). Run in C(Cl)Cl (CH2Cl2). Run at temperature 60 celsius, time 30 minute. The product is [Cl-].C[N+](=CC1=CNC=C1)C (Dimethyl-(1H-pyrrol-3-ylmethylene)-ammonium chlorid). Isolated yield 127.8%. As a reaction SMILES: [Cl-].[Cl:2][CH:3]=[N+:4]([CH3:6])[CH3:5].C([Si](C(C)C)(C(C)C)[N:11]1[CH:15]=[CH:14][CH:13]=[CH:12]1)(C)C>C(Cl)Cl>[Cl-:2].[CH3:5][N+:4]([CH3:6])=[CH:3][C:13]1[CH:14]=[CH:15][NH:11][CH:12]=1 |f:0.1,4.5|. Reported procedure: 10.60 g of (chloromethylene)dimethylammonium chloride and 6.25 g of N-(triisopropylsilyl)-pyrrole are suspended in 200 ml of CH2Cl2 under nitrogen at 0-5° C. The suspension is warmed to 60° C. and stirred for 30 minutes. Afterwards the mixture is cooled to ambient temperature. The suspension is filtered and washed with diethylether to give 5.67 g of the title compound as grey solid.